Dataset: the Open Reaction Database (ORD), a public repository of structured organic reaction records. Task: describe an organic reaction: reactants, conditions, products, and yield The reactants are C(C1=CC=CC=C1)SC1=NC(=CC(=N1)NS(=O)(=O)C)NCCO (N-{2-(Benzylthio)-6-[(2-hydroxyethyl)amino]pyrimidin-4-yl}methanesulfonamide), NC(CO)CO (2-aminopropane-1,3-diol), CCOC(=O)C (EtOAc), O (H2O). Solvent: CN1CCCC1=O (NMP). Reaction conditions: temperature 100 celsius. The product is C(C1=CC=CC=C1)SC1=NC(=CC(=N1)NS(=O)(=O)C)NC(CO)CO (N-(2-(Benzylthio)-6-{[2-hydroxy-1-(hydroxymethyl)ethyl]amino}-pyrimidin-4-yl)methanesulfonamide). RXN SMILES: [CH2:1]([S:8][C:9]1[N:14]=[C:13]([NH:15][S:16]([CH3:19])(=[O:18])=[O:17])[CH:12]=[C:11]([NH:20][CH2:21][CH2:22][OH:23])[N:10]=1)[C:2]1[CH:7]=[CH:6][CH:5]=[CH:4][CH:3]=1.NC(CO)[CH2:26][OH:27].CCOC(C)=O.O>CN1C(=O)CCC1>[CH2:1]([S:8][C:9]1[N:14]=[C:13]([NH:15][S:16]([CH3:19])(=[O:17])=[O:18])[CH:12]=[C:11]([NH:20][CH:21]([CH2:26][OH:27])[CH2:22][OH:23])[N:10]=1)[C:2]1[CH:3]=[CH:4][CH:5]=[CH:6][CH:7]=1. Procedure: To a solution of the subtitle product of Example 19 step (0.20 g) in NMP (0.5 ml) was added 2-aminopropane-1,3-diol (1.0 g) and the reaction was heated at 100° C. for 2 days. To the reaction was added EtOAc (50 ml) and H2O (50 ml). The organic layer was separated and washed with H2O (2×20 ml) and brine (20 ml). The organic layer was dried (MgSO4) and the solvent removed under reduced pressure to give a solid. This was purified by column chromatography (1:1 EtOAc/iso-hexane then EtOAc) to give th... The product is C(CC)C1=CC=2CCC3=CC(=CC=C3C2C=C1)C1=CC(=C(C(=C1)F)F)F (2-propyl-7-(3,4,5-trifluorophenyl)-9,10-dihydrophenanthrene). Yield: 44.5%. The reagents and catalysts are C=1C=CC(=CC1)[P](C=2C=CC=CC2)(C=3C=CC=CC3)[Pd]([P](C=4C=CC=CC4)(C=5C=CC=CC5)C=6C=CC=CC6)([P](C=7C=CC=CC7)(C=8C=CC=CC8)C=9C=CC=CC9)[P](C=1C=CC=CC1)(C=1C=CC=CC1)C=1C=CC=CC1 (tetrakis(triphenylphosphine)palladium). Reported procedure: A suspension of 360 g of aluminum chloride in 1 L of methylene chloride was cooled to 0° C., and a solution of 250 g of propanoic chloride in 800 mL of methylene chloride was then added dropwise to the suspension. Following completion of the addition, the mixture was stirred at the same temperature for 30 minutes, and a solution of 443 g of 9,10-dihydrophenanthrene in 800 mL of methylene chloride was then added dropwise. The reaction mixture was stirred for a further one hour, and the reaction t... Solvent: C1CCOC1 (THF). The reactants are O (water), Grignard reagent, IC1=CC=2CCC3=CC(=CC=C3C2C=C1)CCC (2-iodo-7-propyl-9,10-dihydrophenanthrene), FC=1C=C(C=C(C1F)F)Br (3,4,5-trifluorobromobenzene), [Mg] (magnesium). Reaction SMILES: I[C:2]1[CH:15]=[CH:14][C:13]2[C:12]3[C:7](=[CH:8][C:9]([CH2:16][CH2:17][CH3:18])=[CH:10][CH:11]=3)[CH2:6][CH2:5][C:4]=2[CH:3]=1.[F:19][C:20]1[CH:21]=[C:22](Br)[CH:23]=[C:24]([F:27])[C:25]=1[F:26].[Mg].O>C1COCC1.C1C=CC([P]([Pd]([P](C2C=CC=CC=2)(C2C=CC=CC=2)C2C=CC=CC=2)([P](C2C=CC=CC=2)(C2C=CC=CC=2)C2C=CC=CC=2)[P](C2C=CC=CC=2)(C2C=CC=CC=2)C2C=CC=CC=2)(C2C=CC=CC=2)C2C=CC=CC=2)=CC=1>[CH2:16]([C:9]1[CH:10]=[CH:11][C:12]2[C:13]3[C:4](=[CH:3][C:2]([C:22]4[CH:21]=[C:20]([F:19])[C:25]([F:26])=[C:24]([F:27])[CH:23]=4)=[CH:15][CH:14]=3)[CH2:5][CH2:6][C:7]=2[CH:8]=1)[CH2:17][CH3:18] |^1:39,41,60,79|. Reactants: IC=1C=C(C=C(C1I)I)NN (3,4,5-triiodophenylhydrazine), CC(C(C)=O)C (3-methyl-2-butanone). Solvent: C(C)(=O)O (acetic acid). The product is IC1=C2C(C(=NC2=CC(=C1I)I)C)(C)C (4,5,6-triiodo-2,3,3-trimethyl-3H-indole). The yield is 27.1%. RXN SMILES: [I:1][C:2]1[CH:3]=[C:4]([NH:10]N)[CH:5]=[C:6]([I:9])[C:7]=1[I:8].[CH3:12][CH:13]([CH3:17])[C:14](=O)[CH3:15]>C(O)(=O)C>[I:1][C:2]1[C:7]([I:8])=[C:6]([I:9])[CH:5]=[C:4]2[C:3]=1[C:13]([CH3:17])([CH3:12])[C:14]([CH3:15])=[N:10]2. Procedure details: 2 g of 3,4,5-triiodophenylhydrazine, and 0.86 g (10 mmol) of 3-methyl-2-butanone were refluxed in 15 mL of acetic acid for 16 hours. The acetic acid was evaporated, the residue was dissolved in chloroform, washed with aqueous solutions of NaHCO3, followed by Na2S2O3 and water. The organic layer was dried and chloroform was removed under reduced pressure by a rotary evaporator. The residue was column purified (Silica gel 60, 0-2% methanol-chloroform) to give 0.6 g of 4,5,6-triiodo-2,3,3-trimethyl... Reactants: CC(C)(C)c1csc(NC(=O)c2ccn3c(=O)cc(N4CCOCC4)nc3c2)n1, CN(C)C=O, [Na+], O=C([O-])O, O=P(Cl)(Cl)Cl. Yields the product CC(C)(C)c1csc(NC(=O)c2ccn3c(=O)c(C=O)c(N4CCOCC4)nc3c2)n1. As a reaction SMILES: [C:6]([CH3:7])([CH3:8])([CH3:9])[c:10]1[n:11][c:12]([NH:15][C:16](=[O:17])[c:18]2[cH:19][c:20]3[n:21]([c:22](=[O:32])[cH:23][c:24]([N:26]4[CH2:27][CH2:28][O:29][CH2:30][CH2:31]4)[n:25]3)[cH:33][cH:34]2)[s:13][cH:14]1.[CH3:40][N:41]([CH3:42])[CH:43]=[O:44].[Na+:35].[OH:36][C:37](=[O:38])[O-:39].[P:1]([Cl:2])([Cl:3])([Cl:4])=[O:5]>>[C:6]([CH3:7])([CH3:8])([CH3:9])[c:10]1[n:11][c:12]([NH:15][C:16](=[O:17])[c:18]2[cH:19][c:20]3[n:21]([c:22](=[O:32])[c:23]([CH:37]=[O:36])[c:24]([N:26]4[CH2:27][CH2:28][O:29][CH2:30][CH2:31]4)[n:25]3)[cH:33][cH:34]2)[s:13][cH:14]1. The reactants are O[C@@H]1C=2C(=C(C(=NC2CC2(C1)CCC2)C(C)C)C=O)I ((S)-5′-hydroxy-4′-iodo-2′-isopropyl-6′,8′-dihydro-5′H-spiro[cyclobutane-1,7′-quinoline]-3′-carbaldehyde), C(C)(C)(C)C1=CC=C(C=C1)[Mg]Br (4-tert.-butylphenylmagnesium bromide). Procedure details: Obtained by starting from (S)-5′-hydroxy-4′-iodo-2′-isopropyl-6′,8′-dihydro-5′H-spiro[cyclobutane-1,7′-quinoline]-3′-carbaldehyde and 4-tert.-butylphenylmagnesium bromide. RXN SMILES: [OH:1][C@H:2]1[CH2:11][C:10]2([CH2:14][CH2:13][CH2:12]2)[CH2:9][C:8]2[N:7]=[C:6]([CH:15]([CH3:17])[CH3:16])[C:5]([CH:18]=[O:19])=[C:4]([I:20])[C:3]1=2.[C:21]([C:25]1[CH:30]=[CH:29][C:28]([Mg]Br)=[CH:27][CH:26]=1)([CH3:24])([CH3:23])[CH3:22]>>[C:21]([C:25]1[CH:30]=[CH:29][C:28]([C@@H:18]([OH:19])[C:5]2[C:6]([CH:15]([CH3:17])[CH3:16])=[N:7][C:8]3[CH2:9][C:10]4([CH2:12][CH2:13][CH2:14]4)[CH2:11][C@H:2]([OH:1])[C:3]=3[C:4]=2[I:20])=[CH:27][CH:26]=1)([CH3:24])([CH3:23])[CH3:22]. Yields the product C(C)(C)(C)C1=CC=C(C=C1)[C@H](C=1C(=NC=2CC3(C[C@@H](C2C1I)O)CCC3)C(C)C)O ((S)-3′-((R)-(4-tert-butylphenyl)(hydroxy)methyl)-4′-iodo-2′-isopropyl-6′,8′-dihydro-5′H-spiro[cyclobutane-1,7′-quinolin]-5′-ol).